This data is from the Open Reaction Database (ORD), a public repository of structured organic reaction records. The task is: describe an organic reaction: reactants, conditions, products, and yield The reactants are ClCCl, O=C(Nc1ccccc1)N1CCCC(O)c2ccccc21, O=S(Cl)Cl. The product is O=C(Nc1ccccc1)N1CCCC(Cl)c2ccccc21. As a reaction SMILES: [Cl:26][CH2:27][Cl:28].[OH:5][CH:6]1[CH2:7][CH2:8][CH2:9][N:10]([C:17]([NH:18][c:19]2[cH:20][cH:21][cH:22][cH:23][cH:24]2)=[O:25])[c:11]2[c:12]1[cH:13][cH:14][cH:15][cH:16]2.[S:1]([Cl:2])([Cl:3])=[O:4]>>[Cl:3][CH:6]1[CH2:7][CH2:8][CH2:9][N:10]([C:17]([NH:18][c:19]2[cH:20][cH:21][cH:22][cH:23][cH:24]2)=[O:25])[c:11]2[c:12]1[cH:13][cH:14][cH:15][cH:16]2.